Dataset: the Open Reaction Database (ORD), a public repository of structured organic reaction records. Task: describe an organic reaction: reactants, conditions, products, and yield Starting materials: ClC1=C(CN2CC(CC2)CNC(CCC2=NC=C(C=N2)C2=CC=C(C=C2)[N+](=O)[O-])=O)C=CC=C1Cl (N-[1-(2,3-dichlorobenzyl)-pyrrolidin-3-(RS)-ylmethyl]-3-[5-(4-nitrophenyl)pyrimidin-2-yl]propionamide), [H][H] (Hydrogen). The reagents and catalysts are [Pd] (Pd/C). Run in CO (methanol). Run at time 1.5 hour. Product: ClC1=C(CN2CC(CC2)CNC(CCC2=NC=C(C=N2)C2=CC=C(C=C2)N)=O)C=CC=C1Cl (N-[1-(2,3-dichlorobenzyl)pyrrolidin-3-(RS)-ylmethyl]-3-[5-(4-aminophenyl)pyrimidin-2-yl]propionamide). The yield is 59.1%. As a reaction SMILES: [H][H].[Cl:3][C:4]1[C:36]([Cl:37])=[CH:35][CH:34]=[CH:33][C:5]=1[CH2:6][N:7]1[CH2:11][CH2:10][CH:9]([CH2:12][NH:13][C:14](=[O:32])[CH2:15][CH2:16][C:17]2[N:22]=[CH:21][C:20]([C:23]3[CH:28]=[CH:27][C:26]([N+:29]([O-])=O)=[CH:25][CH:24]=3)=[CH:19][N:18]=2)[CH2:8]1>CO.[Pd]>[Cl:3][C:4]1[C:36]([Cl:37])=[CH:35][CH:34]=[CH:33][C:5]=1[CH2:6][N:7]1[CH2:11][CH2:10][CH:9]([CH2:12][NH:13][C:14](=[O:32])[CH2:15][CH2:16][C:17]2[N:18]=[CH:19][C:20]([C:23]3[CH:28]=[CH:27][C:26]([NH2:29])=[CH:25][CH:24]=3)=[CH:21][N:22]=2)[CH2:8]1. Procedure: Hydrogen gas (balloon pressure) was introduced into a vessel containing Pd/C (10%, 100 mg, 0.1 mmol, 0.05 equiv.) in a solution of N-[1-(2,3-dichlorobenzyl)-pyrrolidin-3-(RS)-ylmethyl]-3-[5-(4-nitrophenyl)pyrimidin-2-yl]propionamide (1.0 g, 2.2 mmol) in methanol (30 mL). After 1.5 h, the reaction was terminated by purging with N2 and the reaction mixture was filtered through celite® and concentrated. The yellow residue was dissolved in ethyl acetate, then taken into the aqueous phase using 1 M h... The reactants are CCCc1c(OCCCOc2ccc(C#N)cc2Cl)ccc(C(C)=O)c1O, CCO, [K+], [OH-], O. Yields the product CCCc1c(OCCCOc2ccc(C(=O)O)cc2Cl)ccc(C(C)=O)c1O. RXN SMILES: [C:1]([CH3:2])(=[O:3])[c:4]1[c:5]([OH:27])[c:6]([CH2:24][CH2:25][CH3:26])[c:7]([O:8][CH2:9][CH2:10][CH2:11][O:12][c:13]2[c:14]([Cl:21])[cH:15][c:16]([C:19]#[N:20])[cH:17][cH:18]2)[cH:22][cH:23]1.[CH3:31][CH2:32][OH:33].[K+:29].[OH-:28].[OH2:30]>>[C:1]([CH3:2])(=[O:3])[c:4]1[c:5]([OH:27])[c:6]([CH2:24][CH2:25][CH3:26])[c:7]([O:8][CH2:9][CH2:10][CH2:11][O:12][c:13]2[c:14]([Cl:21])[cH:15][c:16]([C:19](=[O:28])[OH:30])[cH:17][cH:18]2)[cH:22][cH:23]1.